Dataset: the Open Reaction Database (ORD), a public repository of structured organic reaction records. Task: describe an organic reaction: reactants, conditions, products, and yield Starting materials: CC(C)(C)O, CC(C)(C)[O-], CI, CCOC(C)=O, [K+], CC12CCC(=O)NC1CCc1cc(-c3ccc(C(F)(F)F)cc3[N+](=O)[O-])ccc12. The product is CN1C(=O)CCC2(C)c3ccc(-c4ccc(C(F)(F)F)cc4[N+](=O)[O-])cc3CCC12. As a reaction SMILES: [C:30]([OH:31])([CH3:32])([CH3:33])[CH3:34].[CH3:35][C:36]([CH3:37])([O-:38])[CH3:39].[CH3:41][I:42].[CH3:43][CH2:44][O:45][C:46](=[O:47])[CH3:48].[K+:40].[N+:1](=[O:2])([O-:3])[c:4]1[c:5](-[c:14]2[cH:15][c:16]3[c:17]([cH:28][cH:29]2)[C:18]2([CH3:27])[CH2:19][CH2:20][C:21](=[O:26])[NH:22][CH:23]2[CH2:24][CH2:25]3)[cH:6][cH:7][c:8]([C:10]([F:11])([F:12])[F:13])[cH:9]1>>[N+:1](=[O:2])([O-:3])[c:4]1[c:5](-[c:14]2[cH:15][c:16]3[c:17]([cH:28][cH:29]2)[C:18]2([CH3:27])[CH2:19][CH2:20][C:21](=[O:26])[N:22]([CH3:30])[CH:23]2[CH2:24][CH2:25]3)[cH:6][cH:7][c:8]([C:10]([F:11])([F:12])[F:13])[cH:9]1. Starting materials: COC(CC1=C(C=CC(=C1)[N+](=O)[O-])C)=O (2-(2-Methyl-5-nitrophenyl)acetic acid methyl ester). Reagents/catalysts: [Pd] (palladium on carbon). Run in C(C)O (ethanol). Conditions: time 16 hour. Yields the product NC=1C=CC(=C(C1)CC(=O)OC)C (Methyl 2-(5-amino-2-methylphenyl)acetate). RXN SMILES: [CH3:1][O:2][C:3](=[O:15])[CH2:4][C:5]1[CH:10]=[C:9]([N+:11]([O-])=O)[CH:8]=[CH:7][C:6]=1[CH3:14]>C(O)C.[Pd]>[NH2:11][C:9]1[CH:8]=[CH:7][C:6]([CH3:14])=[C:5]([CH2:4][C:3]([O:2][CH3:1])=[O:15])[CH:10]=1. Reported procedure: 2-(2-Methyl-5-nitrophenyl)acetic acid methyl ester 14 (32 g, 153 mmol) is dissolved in ethanol (750 mL). To this solution is added 10% palladium on carbon (3.2 g). After purging the reaction flask of oxygen, a balloon filled with hydrogen is fitted. The reaction is stirred at rt for 16 h. After removing the catalyst by filtering through a celite plug and removing the solvent in vacuo, the crude product is purified using flash chromatography (ethyl acetate:petroleum ether=5:1). The product 7 is i...